From a dataset of the Open Reaction Database (ORD), a public repository of structured organic reaction records. describe an organic reaction: reactants, conditions, products, and yield Starting materials: C(CCCCCCC)OC1=CC=C(C=O)C=C1 (4-(octyloxy)benzaldehyde), FC(C1=C(CN)C=CC=C1)(F)F (2-(trifluoromethyl)benzylamine). Yields the product C(CCCCCCC)OC1=CC=C(CNCC2=C(C=CC=C2)C(F)(F)F)C=C1 (N-[4-(octyloxy)benzyl]-N-[2-(trifluoromethyl)benzyl]amine). As a reaction SMILES: [CH2:1]([O:9][C:10]1[CH:17]=[CH:16][C:13]([CH:14]=O)=[CH:12][CH:11]=1)[CH2:2][CH2:3][CH2:4][CH2:5][CH2:6][CH2:7][CH3:8].[F:18][C:19]([F:29])([F:28])[C:20]1[CH:27]=[CH:26][CH:25]=[CH:24][C:21]=1[CH2:22][NH2:23]>>[CH2:1]([O:9][C:10]1[CH:17]=[CH:16][C:13]([CH2:14][NH:23][CH2:22][C:21]2[CH:24]=[CH:25][CH:26]=[CH:27][C:20]=2[C:19]([F:18])([F:28])[F:29])=[CH:12][CH:11]=1)[CH2:2][CH2:3][CH2:4][CH2:5][CH2:6][CH2:7][CH3:8]. Procedure: The same procedure as employed in the preparation of Example 394 (step b) but using 4-(octyloxy)benzaldehyde and 2-(trifluoromethyl)benzylamine gave the title compound as an oil. HPLC (Condition A), Rt: 4.24 min (HPLC purity: 91.0%). The reactants are N1=NC(=CC=C1)N (pyridazin-3-ylamine), C(C1=CC=CC=C1)OC(NC(C(CBr)=O)C)=O ((3-bromo-1-methyl-2-oxopropyl)-carbamic acid benzyl ester). Solvent: CCO (EtOH). Product: C(C1=CC=CC=C1)OC(NC(C)C=1N=C2N(N=CC=C2)C1)=O ((1-imidazo[1,2-b]pyridazin-2-yl-ethyl)-carbamic acid benzyl ester). Reaction SMILES: [N:1]1[CH:6]=[CH:5][CH:4]=[C:3]([NH2:7])[N:2]=1.[CH2:8]([O:15][C:16](=[O:24])[NH:17][CH:18]([CH3:23])[C:19](=O)[CH2:20]Br)[C:9]1[CH:14]=[CH:13][CH:12]=[CH:11][CH:10]=1>CCO>[CH2:8]([O:15][C:16](=[O:24])[NH:17][CH:18]([C:19]1[N:7]=[C:3]2[CH:4]=[CH:5][CH:6]=[N:1][N:2]2[CH:20]=1)[CH3:23])[C:9]1[CH:14]=[CH:13][CH:12]=[CH:11][CH:10]=1. Reported procedure: A mixture of pyridazin-3-ylamine (2 g, 21.05 mmol) and (3-bromo-1-methyl-2-oxopropyl)-carbamic acid benzyl ester (7.5 g, 25.26 mmol) in EtOH (25 mL) was heated to reflux overnight. After completion, the reaction mixture was cooled to rt. EtOH was removed in vacuo. The residue was dissolved in EtOAc. The organic layer was dried over sodium sulfate, filtered and concentrated in vacuo. The crude product was purified by column chromatography using silica gel (100-200 mesh) and 0-5% MeOH in DCM to pr...